Dataset: the Open Reaction Database (ORD), a public repository of structured organic reaction records. Task: describe an organic reaction: reactants, conditions, products, and yield Reactants: CCC(=O)CBr, CO, CC(=O)[O-], [Na+], Nc1ccc2ncsc2c1. Product: CCC(=O)CNc1ccc2ncsc2c1. Reaction SMILES: [Br:6][CH2:7][C:8]([CH2:9][CH3:10])=[O:11].[CH3:22][OH:23].[CH3:2][C:3](=[O:4])[O-:5].[Na+:1].[s:12]1[cH:13][n:14][c:15]2[c:16]1[cH:17][c:18]([NH2:21])[cH:19][cH:20]2>>[CH2:7]([C:8]([CH2:9][CH3:10])=[O:11])[NH:21][c:18]1[cH:17][c:16]2[s:12][cH:13][n:14][c:15]2[cH:20][cH:19]1.